This data is from the Open Reaction Database (ORD), a public repository of structured organic reaction records. The task is: describe an organic reaction: reactants, conditions, products, and yield The reactants are C1(=CC=CC=C1)P(CCCP(C1=CC=CC=C1)C1=CC=CC=C1)C1=CC=CC=C1 (1,3-bis(diphenylphosphino)propane), N#N (N2), BrC=1C=C2CCC(C2=CC1)N1CCN(CC1)C(=O)OC(C)(C)C (tert-Butyl 4-(5-bromo-2,3-dihydro-1H-inden-1-yl)piperazin-1-carboxylate), C(C)O (ethanol), N#N (N2), CS(=O)C (dimethyl sulfoxide). Reagents/catalysts: C(C)(=O)[O-].[Pd+2].C(C)(=O)[O-] (Palladium acetate). Solvent: C(C)N(CC)CC (triethylamine). Run at temperature 100 celsius, time 24 hour. Product: C(C)OC(=O)C=1C=C2CCC(C2=CC1)N1CCN(CC1)C(=O)OC(C)(C)C (tert-Butyl 4-[5-(Ethoxycarbonyl)-2,3-dihydro-1H-inden-1-yl)piperazin-1-carboxylate). The yield is 79.0%. As a reaction SMILES: Br[C:2]1[CH:3]=[C:4]2[C:8](=[CH:9][CH:10]=1)[CH:7]([N:11]1[CH2:16][CH2:15][N:14]([C:17]([O:19][C:20]([CH3:23])([CH3:22])[CH3:21])=[O:18])[CH2:13][CH2:12]1)[CH2:6][CH2:5]2.CS(C)=[O:26].N#N.C1(P([C:53]2[CH:58]=CC=CC=2)CCCP(C2C=CC=CC=2)C2C=CC=CC=2)C=CC=CC=1.[CH2:59]([OH:61])C>C([O-])(=O)C.[Pd+2].C([O-])(=O)C.C(N(CC)CC)C>[CH2:58]([O:26][C:59]([C:2]1[CH:3]=[C:4]2[C:8](=[CH:9][CH:10]=1)[CH:7]([N:11]1[CH2:16][CH2:15][N:14]([C:17]([O:19][C:20]([CH3:23])([CH3:22])[CH3:21])=[O:18])[CH2:13][CH2:12]1)[CH2:6][CH2:5]2)=[O:61])[CH3:53] |f:5.6.7|. Procedure details: tert-Butyl 4-(5-bromo-2,3-dihydro-1H-inden-1-yl)piperazin-1-carboxylate (11 g, 28.87 mmol) was dissolved in ethanol (50 mL), and dimethyl sulfoxide (5 mL) and triethylamine (5 mL) were added. The system was vacuumized and charged with N2. Palladium acetate (2 g) and 1,3-bis(diphenylphosphino)propane (3 g) were added. The system was vacuumized and charged with N2. The system was vacuumized once again and stirred at 100° C. for 24 hours with inserting CO balloons. After being cooled down to the ro... The reactants are B(O)(O)O (boric acid), [N+](=O)([O-])C1=CC=CC=2C(C3=CC=CC(=C3C(C12)=O)[N+](=O)[O-])=O (1,8-dinitroanthraquinone), [S] (sulphur), 211, S(O)(O)(=O)=O (sulphuric acid). Solvent: O (water), OS(=O)(=O)O.O=S(=O)=O (oleum). Product: OC1=CC=C(C=2C(C3=C(C=CC=C3C(C12)=O)[N+](=O)[O-])=O)N (1-hydroxy-4-amino-5-nitroanthraquinone). Reaction SMILES: B(O)(O)O.[N+:5]([C:8]1[C:21]2[C:20](=[O:22])[C:19]3[C:14](=[CH:15][CH:16]=[CH:17][C:18]=3[N+:23]([O-:25])=[O:24])[C:13](=[O:26])[C:12]=2[CH:11]=[CH:10][CH:9]=1)([O-])=O.[S].S(=O)(=O)(O)[OH:29]>OS(O)(=O)=O.O=S(=O)=O.O>[OH:29][C:11]1[C:12]2[C:13](=[O:26])[C:14]3[C:19](=[C:18]([N+:23]([O-:25])=[O:24])[CH:17]=[CH:16][CH:15]=3)[C:20](=[O:22])[C:21]=2[C:8]([NH2:5])=[CH:9][CH:10]=1 |f:4.5,^3:26|. Reported procedure: 50 parts of crystalline boric acid are dissolved in 1,000 parts of 30% strength oleum. 100 parts of 1,8-dinitroanthraquinone (analysis: 97.6% of 1,8-DNA; 0.8% of 1,5-DNA) are then added at room temperature with stirring. 15 parts of pulverulent sulphur are then added in portions at a temperature of 50° C. in the course of 45 minutes. The reaction mixture is further stirred for 1 hour at 50° C., cooled down to room temperature and then diluted with cooling by means of 211 parts of 78% strength su... Starting materials: O=C1c2ccccc2C(=O)N1CCCOCc1ccccc1, CCO, NN, O. The product is NCCCOCc1ccccc1. RXN SMILES: [CH2:1]([c:2]1[cH:3][cH:4][cH:5][cH:6][cH:7]1)[O:8][CH2:9][CH2:10][CH2:11][N:12]1[C:13](=[O:14])[c:15]2[c:16]([cH:17][cH:18][cH:19][cH:20]2)[C:21]1=[O:22].[CH3:26][CH2:27][OH:28].[NH2:24][NH2:25].[OH2:23]>>[CH2:1]([c:2]1[cH:3][cH:4][cH:5][cH:6][cH:7]1)[O:8][CH2:9][CH2:10][CH2:11][NH2:12]. Reactants: C(#N)[BH3-].[Na+] (Sodium cyanoborohydride), CO.Cl (MeOH HCl), ClC1=C(C(=O)NCC=NO)C=C(C=C1Cl)Cl (2,3,5-trichloro-N-(2-hydroxyimino-ethyl)-benzamide), CN(C)C=1C=CC(=CC1)N=NC=2C=CC(=CC2)S(=O)(=O)O (methyl orange), CO.Cl (MeOH HCl). Run in CO (MeOH), CO (MeOH). Run at time 1 hour. The product is ClC1=C(C(=O)NCCN(O)C=O)C=C(C=C1Cl)Cl (2,3,5-Trichloro-N-[2-(N-formyl-N-hydroxy-amino)-ethyl]-benzamide). Isolated yield 32.0%. RXN SMILES: [Cl:1][C:2]1[C:14]([Cl:15])=[CH:13][C:12]([Cl:16])=[CH:11][C:3]=1[C:4]([NH:6][CH2:7][CH:8]=[N:9][OH:10])=[O:5].CN(C1C=CC(N=NC2C=CC(S(O)(=O)=O)=CC=2)=CC=1)C.[CH3:38][OH:39].Cl.C([BH3-])#N.[Na+]>CO>[Cl:1][C:2]1[C:14]([Cl:15])=[CH:13][C:12]([Cl:16])=[CH:11][C:3]=1[C:4]([NH:6][CH2:7][CH2:8][N:9]([CH:38]=[O:39])[OH:10])=[O:5] |f:2.3,4.5|. Procedure: To a solution of 2,3,5-trichloro-N-(2-hydroxyimino-ethyl)-benzamide (0.85 g, 3.0 mmol ) in MeOH (50 mL) under an argon atmosphere at 0° C. was added methyl orange (trace) followed by a saturated solution of MeOH/HCl until a persistent red color was observed. Sodium cyanoborohydride (0.23 g, 3.65 mmol) was dissolved in MeOH (5 mL) was added sequentially with saturated MeOH/HCl over 0.5 h. The reaction mixture was stirred an additional 1 h and the MeOH was removed in vacuo. The residue was basidif...